From a dataset of the Open Reaction Database (ORD), a public repository of structured organic reaction records. describe an organic reaction: reactants, conditions, products, and yield Reactants: CCO, FC(F)(F)Oc1ccccc1CCl, S=C1NC(c2ccccc2)C(c2ccccc2)N1. The product is Cl, FC(F)(F)Oc1ccccc1CSC1=NC(c2ccccc2)C(c2ccccc2)N1. As a reaction SMILES: [CH3:32][CH2:33][OH:34].[F:19][C:20]([O:21][c:22]1[c:23]([CH2:24][Cl:25])[cH:26][cH:27][cH:28][cH:29]1)([F:30])[F:31].[c:1]1([CH:7]2[NH:8][C:9](=[S:18])[NH:10][CH:11]2[c:12]2[cH:13][cH:14][cH:15][cH:16][cH:17]2)[cH:2][cH:3][cH:4][cH:5][cH:6]1>>[ClH:25].[c:1]1([CH:7]2[NH:8][C:9]([S:18][CH2:24][c:23]3[c:22]([O:21][C:20]([F:19])([F:30])[F:31])[cH:29][cH:28][cH:27][cH:26]3)=[N:10][CH:11]2[c:12]2[cH:13][cH:14][cH:15][cH:16][cH:17]2)[cH:2][cH:3][cH:4][cH:5][cH:6]1.